This data is from the Open Reaction Database (ORD), a public repository of structured organic reaction records. The task is: describe an organic reaction: reactants, conditions, products, and yield Starting materials: OC1=NC=CC=C1 (2-hydroxypyridine), ClC=1C=CC(=C(C1)N(C(OC(C)(C)C)=O)C)[N+](=O)[O-] (t-butyl N-(5-chloro-2-nitrophenyl)-N-methylcarbamate), [H-].[Na+] (sodium hydride). Solvent: CN(C=O)C (N,N-dimethylformamide). The product is N1=C(C=CC=C1)OC=1C=CC(=C(C1)N(C(OC(C)(C)C)=O)C)[N+](=O)[O-] (t-Butyl N-[5-(pyridine-2-yloxy)-2-nitrophenyl]-N-methylcarbamate). Isolated yield 13.1%. As a reaction SMILES: [OH:1][C:2]1[CH:7]=[CH:6][CH:5]=[CH:4][N:3]=1.Cl[C:9]1[CH:10]=[CH:11][C:12]([N+:24]([O-:26])=[O:25])=[C:13]([N:15]([CH3:23])[C:16](=[O:22])[O:17][C:18]([CH3:21])([CH3:20])[CH3:19])[CH:14]=1.[H-].[Na+]>CN(C)C=O>[N:3]1[CH:4]=[CH:5][CH:6]=[CH:7][C:2]=1[O:1][C:9]1[CH:10]=[CH:11][C:12]([N+:24]([O-:26])=[O:25])=[C:13]([N:15]([CH3:23])[C:16](=[O:22])[O:17][C:18]([CH3:19])([CH3:20])[CH3:21])[CH:14]=1 |f:2.3|. Procedure details: By using 0.76 g of 2-hydroxypyridine, 2.29 g of t-butyl N-(5-chloro-2-nitrophenyl)-N-methylcarbamate, 0.35 g of sodium hydride (55% by weight) and 10 ml of anhydrous N,N-dimethylformamide, reaction and purification were carried out in a similar manner to that described in Reference Example 6, whereby 0.36 g of the title compound were obtained. The reactants are C1OC=2C=C(CN)C=CC2O1 (3,4-methylenedioxybenzylamine), ClC=1N=C(C2=C(N1)SC(=C2)[N+](=O)[O-])Cl (2,4-dichloro-6-nitro-thieno-[2,3-d]-pyrimidine). Yields the product ClC=1N=C(C2=C(N1)SC(=C2)[N+](=O)[O-])NCC2=CC1=C(C=C2)OCO1 (2-chloro-6-nitro-4-(3,4-methylenedioxybenzylamino)-thieno-[2,3-d]-pyrimidine). As a reaction SMILES: [CH2:1]1[O:11][C:10]2[CH:9]=[CH:8][C:5]([CH2:6][NH2:7])=[CH:4][C:3]=2[O:2]1.[Cl:12][C:13]1[N:14]=[C:15](Cl)[C:16]2[CH:21]=[C:20]([N+:22]([O-:24])=[O:23])[S:19][C:17]=2[N:18]=1>>[Cl:12][C:13]1[N:14]=[C:15]([NH:7][CH2:6][C:5]2[CH:8]=[CH:9][C:10]3[O:11][CH2:1][O:2][C:3]=3[CH:4]=2)[C:16]2[CH:21]=[C:20]([N+:22]([O-:24])=[O:23])[S:19][C:17]=2[N:18]=1. Procedure details: Following the procedure of Example 1, the reaction of 3,4-methylenedioxybenzylamine with 2,4-dichloro-6-nitro-thieno-[2,3-d]-pyrimidine gives 2-chloro-6-nitro-4-(3,4-methylenedioxybenzylamino)-thieno-[2,3-d]-pyrimidine Reactants: CCN(C(C)C)C(C)C (DIPEA), BrC1=C(C=CC=C1)S(=O)(=O)Cl (2-Bromobenzenesulfonyl chloride), C(Cl)Cl (DCM), C(C)(C)(C)N (t-Butylamine). Conditions: time 8 hour. Yields the product BrC1=C(C=CC=C1)S(=O)(=O)NC(C)(C)C (2-bromo-N-t-butyl-benzenesulfonamide). Isolated yield 97.1%. RXN SMILES: [Br:1][C:2]1[CH:7]=[CH:6][CH:5]=[CH:4][C:3]=1[S:8](Cl)(=[O:10])=[O:9].C(Cl)Cl.[C:15]([NH2:19])([CH3:18])([CH3:17])[CH3:16].CCN(C(C)C)C(C)C>>[Br:1][C:2]1[CH:7]=[CH:6][CH:5]=[CH:4][C:3]=1[S:8]([NH:19][C:15]([CH3:18])([CH3:17])[CH3:16])(=[O:10])=[O:9]. Procedure details: 2-Bromobenzenesulfonyl chloride (100.9 g, 394.9 mmol) was dissolved in DCM (500 mL, 8.0 mol) and cooled at 0° C. t-Butylamine (41.3 mL, 395 mmol) was added in 3 portions over approximately 1 minute. DIPEA (75.7 mL, 434 mmol) was immediately added in 3 portions over approximately 1 minute. The mixture was warmed to room temperature and stirred overnight. The product was washed with 1M H3PO4 (2×), with saturated. NaHCO3, and with saturated aqueous NaCl, then dried over MgSO4, filtered, and concent... Starting materials: ClC(COC(=O)[C@H]1NN(CCC1)C([C@H](C)NC([C@H](C(C)C)O)=O)=O)(Cl)Cl ((S)-1-[(S)-2-((S)-2-hydroxy-3-methyl-butyrylamino)-propionyl]-hexahydro-pyridazine-3-carboxylic acid 2,2,2-trichloro-ethyl ester), C(C)(=O)[O-].[NH4+] (ammonium acetate). The reagents and catalysts are [Zn] (Zinc). Solvent: O1CCCC1 (tetrahydrofuran), O (water). Conditions: time 16 hour. Product: O[C@H](C(=O)N[C@H](C(=O)N1N[C@@H](CCC1)C(=O)O)C)C(C)C ((S)-1-[(S)-2-((S)-2-hydroxy-3-methyl-butyrylamino)-propionyl]-hexahydro-pyridazine-3-carboxylic acid). Isolated yield 101.0%. As a reaction SMILES: ClC(Cl)(Cl)C[O:4][C:5]([C@@H:7]1[CH2:12][CH2:11][CH2:10][N:9]([C:13](=[O:24])[C@@H:14]([NH:16][C:17](=[O:23])[C@@H:18]([OH:22])[CH:19]([CH3:21])[CH3:20])[CH3:15])[NH:8]1)=[O:6].C([O-])(=O)C.[NH4+]>O1CCCC1.O.[Zn]>[OH:22][C@@H:18]([CH:19]([CH3:21])[CH3:20])[C:17]([NH:16][C@@H:14]([CH3:15])[C:13]([N:9]1[CH2:10][CH2:11][CH2:12][C@@H:7]([C:5]([OH:6])=[O:4])[NH:8]1)=[O:24])=[O:23] |f:1.2|. Procedure details: Zinc dust (1.3 g, 20.3 mmol) was added to a solution of (S)-1-[(S)-2-((S)-2-hydroxy-3-methyl-butyrylamino)-propionyl]-hexahydro-pyridazine-3-carboxylic acid 2,2,2-trichloro-ethyl ester (400 mg, 0.92 mmol) in tetrahydrofuran (20 mL). This suspension was treated with a solution of ammonium acetate (1.1 g, 13.9 mmol) in water (7 mL). After stirring at room temperature for 16 h, the zinc residues were filtered off and the volatiles were removed in vacuo. The residue was partitioned between ethyl ace... The reactants are C(C1=CC=CC=C1)OC(NC1=C(C(=C(C=C1)F)C(=O)C1=CN(C=2N=CN=C(C21)Cl)S(=O)(=O)C2=CC=C(C=C2)C)F)=O ({3-[4-chloro-7-(toluene-4-sulfonyl)-7H-pyrrolo[2,3-d]pyrimidine-5-carbonyl]-2,4-difluoro-phenyl}-carbamic acid benzyl ester), CO (methanol), [OH-].[K+] (potassium hydroxide), Cl (hydrochloric acid). Run at temperature 70 celsius. Product: NC=1C(=C(C(=CC1)F)C(=O)C1=CNC=2N=CN=C(C21)OC)F ((3-amino-2,6-difluoro-phenyl)-(4-methoxy-7H-pyrrolo[2,3-d]pyrimidin-5-yl)-methanone). As a reaction SMILES: C(OC(=O)[NH:10][C:11]1[CH:16]=[CH:15][C:14]([F:17])=[C:13]([C:18]([C:20]2[C:28]3[C:27](Cl)=[N:26][CH:25]=[N:24][C:23]=3[N:22](S(C3C=CC(C)=CC=3)(=O)=O)[CH:21]=2)=[O:19])[C:12]=1[F:40])C1C=CC=CC=1.[OH-:42].[K+].Cl.[CH3:45]O>>[NH2:10][C:11]1[C:12]([F:40])=[C:13]([C:18]([C:20]2[C:28]3[C:27]([O:42][CH3:45])=[N:26][CH:25]=[N:24][C:23]=3[NH:22][CH:21]=2)=[O:19])[C:14]([F:17])=[CH:15][CH:16]=1 |f:1.2|. Reported procedure: {3-[4-Chloro-7-(toluene-4-sulfonyl)-7H-pyrrolo[2,3-d]pyrimidine-5-carbonyl]-2,4-difluoro-phenyl}-carbamic acid benzyl ester (35, 152 mg, 0.255 mmol) is combined with 15 mL of methanol and potassium hydroxide (1.06 g, 18.9 mmol) is added. The mixture is heated at 70° C. for 36 hours, then 6 N aqueous hydrochloric acid is added and the mixture is extracted with ethyl acetate. The organic layer is washed with brine, then dried with magnesium sulfate, filtered and the filtrate concentrated under vac... Reactants: Cc1sc2cc(OCCOS(C)(=O)=O)ccc2c1-c1ccc(C(F)(F)F)cc1, CN(C)C=O, [N-]=[N+]=[N-], [Na+]. The product is Cc1sc2cc(OCCN=[N+]=[N-])ccc2c1-c1ccc(C(F)(F)F)cc1. As a reaction SMILES: [CH3:1][c:2]1[c:3](-[c:19]2[cH:20][cH:21][c:22]([C:25]([F:26])([F:27])[F:28])[cH:23][cH:24]2)[c:4]2[c:5]([s:6]1)[cH:7][c:8]([O:11][CH2:12][CH2:13][O:14][S:15]([CH3:16])(=[O:17])=[O:18])[cH:9][cH:10]2.[CH3:33][N:34]([CH3:35])[CH:36]=[O:37].[N-:30]=[N+:31]=[N-:32].[Na+:29]>>[CH3:1][c:2]1[c:3](-[c:19]2[cH:20][cH:21][c:22]([C:25]([F:26])([F:27])[F:28])[cH:23][cH:24]2)[c:4]2[c:5]([s:6]1)[cH:7][c:8]([O:11][CH2:12][CH2:13][N:30]=[N+:31]=[N-:32])[cH:9][cH:10]2. As a reaction SMILES: [CH2:23]1[O:24][CH2:25][CH2:26][CH2:27]1.[F:1][c:2]1[c:3](-[c:11]2[cH:12][cH:13][cH:14][c:15]([C:17](=[O:18])[O:19][CH3:20])[n:16]2)[cH:4][c:5]([CH2:8][CH2:9][CH3:10])[cH:6][cH:7]1.[Li+:21].[OH-:22]>>[F:1][c:2]1[c:3](-[c:11]2[cH:12][cH:13][cH:14][c:15]([C:17](=[O:18])[OH:19])[n:16]2)[cH:4][c:5]([CH2:8][CH2:9][CH3:10])[cH:6][cH:7]1. Reactants: C1CCOC1, CCCc1ccc(F)c(-c2cccc(C(=O)OC)n2)c1, [Li+], [OH-]. The product is CCCc1ccc(F)c(-c2cccc(C(=O)O)n2)c1. The reactants are ice, C(C)OC1=C(C=C(C=C1)CC#N)OC (4-ethoxy-3-methoxyphenylacetonitrile), Cl(=O)(=O)(=O)O (perchloric acid). The solvent is C(C)OCC (diethyl ether), CC(=O)OCC1=C2C=CC=CC2=C(C3=CC=CC=C31)COC(=O)C (acetic). Conditions: time 42 hour. Yields the product Cl(=O)(=O)(=O)[O-].C(C)(=O)NC=1O[CH2+](C2=C(C1)C=C(C(=C2)OCC)OC)C (3-Acetamido-7-ethoxy-6-methoxy-1-methyl-2-benzopyrylium Perchlorate). Isolated yield 192626.3%. Reaction SMILES: [CH2:1]([O:3][C:4]1[CH:9]=[CH:8][C:7]([CH2:10][C:11]#[N:12])=[CH:6][C:5]=1[O:13][CH3:14])[CH3:2].[Cl:15]([OH:19])(=[O:18])(=[O:17])=[O:16]>CC(OCC1C2C(=CC=CC=2)C(COC(C)=O)=C2C=1C=CC=C2)=O.C(OCC)C>[Cl:15]([O-:19])(=[O:18])(=[O:17])=[O:16].[C:1]([NH:12][C:11]1[O:13][CH2+:5]([CH3:4])[C:8]2[CH:9]=[C:4]([O:3][CH2:1][CH3:2])[C:5]([O:13][CH3:14])=[CH:6][C:7]=2[CH:10]=1)(=[O:3])[CH3:2] |f:4.5|. Reported procedure: To an ice-cooled and stirred soluton of 25 grams 4-ethoxy-3-methoxyphenylacetonitrile (0.13 mmol) in 74 ml acetic ahnydride (0.785 mol) was slowly added perchloric acid (70%, 11.7N, 15.5 ml, 0.182 mol) over a 15 minute period. The dark reaction mixture slowly became a yellow slurry and was stirred at room temperature for 42 hours. The mixture was diluted with 200 ml diethyl ether and a crystalline yellow solid was isolated by filtration, washed with diethyl ether and dried in vacuo to provide 47... Yields the product [Si](C1=CC=CC=C1)(C1=CC=CC=C1)(C(C)(C)C)OC[C@@H]1[C@H]([C@H]([C@@H](O1)N1C=NC=2C(N)=NC=NC12)OCCOC)O (5′-O-t-Butyldiphenylsilyl-2′-O-(methoxyethyl)adenosine). RXN SMILES: [Si:1]([O:18][CH2:19][C@H:20]1[O:24][C@@H:23]([N:25]2[C:34]3[N:33]=[CH:32][N:31]=[C:29]([NH2:30])[C:28]=3[N:27]=[CH:26]2)[C@H:22]([O:35][CH2:36][CH2:37][OH:38])[C@@H:21]1[OH:39])([C:14]([CH3:17])([CH3:16])[CH3:15])([C:8]1[CH:13]=[CH:12][CH:11]=[CH:10][CH:9]=1)[C:2]1[CH:7]=[CH:6][CH:5]=[CH:4][CH:3]=1.[CH3:40]I>>[Si:1]([O:18][CH2:19][C@H:20]1[O:24][C@@H:23]([N:25]2[C:34]3[N:33]=[CH:32][N:31]=[C:29]([NH2:30])[C:28]=3[N:27]=[CH:26]2)[C@H:22]([O:35][CH2:36][CH2:37][O:38][CH3:40])[C@@H:21]1[OH:39])([C:14]([CH3:15])([CH3:17])[CH3:16])([C:2]1[CH:3]=[CH:4][CH:5]=[CH:6][CH:7]=1)[C:8]1[CH:9]=[CH:10][CH:11]=[CH:12][CH:13]=1. Starting materials: [Si](C1=CC=CC=C1)(C1=CC=CC=C1)(C(C)(C)C)OC[C@@H]1[C@H]([C@H]([C@@H](O1)N1C=NC=2C(N)=NC=NC12)OCCO)O (5′-O-t-Butyldiphenylsilyl-2′-O-(hydroxyethyl)-adenosine), CI (methyliodide). Procedure details: 5′-O-t-Butyldiphenylsilyl-2′-O-(hydroxyethyl)-adenosine is treated with methyliodide as per the procedure of Example 24 to give the title compound. Starting materials: ClC1=C(C=CC=C1)CN1C(=NC=C1CC(C(=O)OCC)(C(=O)OCC)CC1=CC=CC=C1)SCCC (diethyl [1-{(2-chlorophenyl)methyl}-2-propylthio-1H-imidazol-5-yl]methyl-2-benzyl-malonate), [OH-].[K+] (potassium hydroxide), O (water). The solvent is C(C)O (ethanol). Yields the product ClC1=C(C=CC=C1)CN1C(=NC=C1CC(C(=O)O)CC1=CC=CC=C1)SCCC (3-[1-{(2-chlorophenyl)methyl}-2-propylthio-1H-imidazol-5-yl]-2-benzylpropanoic acid). Yield: 87.4%. As a reaction SMILES: [Cl:1][C:2]1[CH:7]=[CH:6][CH:5]=[CH:4][C:3]=1[CH2:8][N:9]1[C:13]([CH2:14][C:15]([CH2:26][C:27]2[CH:32]=[CH:31][CH:30]=[CH:29][CH:28]=2)(C(OCC)=O)[C:16]([O:18]CC)=[O:17])=[CH:12][N:11]=[C:10]1[S:33][CH2:34][CH2:35][CH3:36].[OH-].[K+].O>C(O)C>[Cl:1][C:2]1[CH:7]=[CH:6][CH:5]=[CH:4][C:3]=1[CH2:8][N:9]1[C:13]([CH2:14][CH:15]([CH2:26][C:27]2[CH:28]=[CH:29][CH:30]=[CH:31][CH:32]=2)[C:16]([OH:18])=[O:17])=[CH:12][N:11]=[C:10]1[S:33][CH2:34][CH2:35][CH3:36] |f:1.2|. Procedure: A mixture of diethyl [1-{(2-chlorophenyl)methyl}-2-propylthio-1H-imidazol-5-yl]methyl-2-benzyl-malonate (0.72 g, 1.36 mmol), potassium hydroxide (0.83 g, 14.7 mmol), water (15 mL) and ethanol (25 mL) was refluxed for 4 hours. The ethanol was evaporated, the residual aqueous layer was extracted with diethyl ether, and the basic solution was adjusted to pH 3.75 with concentrated hydrochloric acid. The precipitated product was extracted into methylene chloride, dried, and concentrated. This crude p...